This data is from the Open Reaction Database (ORD), a public repository of structured organic reaction records. The task is: describe an organic reaction: reactants, conditions, products, and yield Reaction SMILES: [CH2:1]([CH3:2])[O:3][C:4]([C:5]([C:6](=[O:7])[O:8][CH2:9][CH3:10])=[CH:11][O:12][CH2:13][CH3:14])=[O:15].[CH3:24][c:25]1[cH:26][cH:27][cH:28][cH:29][cH:30]1.[I:16][c:17]1[cH:18][c:19]([NH2:20])[cH:21][cH:22][cH:23]1>>[CH2:1]([CH3:2])[O:3][C:4]([C:5]([C:6](=[O:7])[O:8][CH2:9][CH3:10])=[CH:11][NH:20][c:19]1[cH:18][c:17]([I:16])[cH:23][cH:22][cH:21]1)=[O:15]. Starting materials: CCOC=C(C(=O)OCC)C(=O)OCC, Cc1ccccc1, Nc1cccc(I)c1. Yields the product CCOC(=O)C(=CNc1cccc(I)c1)C(=O)OCC. Reactants: CC1(OB(OC1(C)C)C=1C=NNC1)C (4-(4,4,5,5-tetramethyl-1,3,2-dioxaborolan-2-yl)-1H-pyrazole), BrC(C(=O)NC)C (2-bromo-N-methylpropanamide), C([O-])([O-])=O.[K+].[K+] (potassium carbonate). Run in CC(=O)C (acetone). Product: CNC(C(C)N1N=CC(=C1)B1OC(C(O1)(C)C)(C)C)=O (N-methyl-2-(4-(4,4,5,5-tetramethyl-1,3,2-dioxaborolan-2-yl)-1H-pyrazol-1-yl)propanamide). RXN SMILES: [CH3:1][C:2]1([CH3:14])[C:6]([CH3:8])([CH3:7])[O:5][B:4]([C:9]2[CH:10]=[N:11][NH:12][CH:13]=2)[O:3]1.Br[CH:16]([CH3:21])[C:17]([NH:19][CH3:20])=[O:18].C(=O)([O-])[O-].[K+].[K+]>CC(C)=O>[CH3:20][NH:19][C:17](=[O:18])[CH:16]([N:12]1[CH:13]=[C:9]([B:4]2[O:5][C:6]([CH3:7])([CH3:8])[C:2]([CH3:14])([CH3:1])[O:3]2)[CH:10]=[N:11]1)[CH3:21] |f:2.3.4|. Procedure details: A suspension of 4-(4,4,5,5-tetramethyl-1,3,2-dioxaborolan-2-yl)-1H-pyrazole (5.29 g, 27.3 mmol), 2-bromo-N-methylpropanamide (9.05 g, 54.5 mmol) and potassium carbonate (5.65 g, 40.9 mmol) in 136 ml acetone was refluxed for 68 hours. The white suspension was filtered through Celite with acetone washes; and the filtrate was concentrated and purified via silica gel chromatography (80 mm; 1 L 65% ethyl acetate/hexanes to 80% ethyl acetate/hexanes) to afford the title compound. Starting materials: ClC=1C=NC=C(C1SC1=C(C=C(S1)C(=O)NCC(=O)O)[N+](=O)[O-])Cl (2-(5-((3,5-dichloropyridin-4-yl)thio)-4-nitrothiophene-2-carboxamido)acetic acid), CN1CCNCC1 (N-methyl-piperazine). The product is ClC=1C=NC=C(C1SC1=C(C=C(S1)C(=O)NCC(=O)N1CCN(CC1)C)[N+](=O)[O-])Cl (5-((3,5-dichloropyridin-4-yl)thio)-N-(2-(4-methylpiperazin-1-yl)-2-oxoethyl)-4-nitrothiophene-2-carboxamide), solid. Isolated yield 21.0%. As a reaction SMILES: [Cl:1][C:2]1[CH:3]=[N:4][CH:5]=[C:6]([Cl:24])[C:7]=1[S:8][C:9]1[S:13][C:12]([C:14]([NH:16][CH2:17][C:18]([OH:20])=O)=[O:15])=[CH:11][C:10]=1[N+:21]([O-:23])=[O:22].[CH3:25][N:26]1[CH2:31][CH2:30][NH:29][CH2:28][CH2:27]1>>[Cl:24][C:6]1[CH:5]=[N:4][CH:3]=[C:2]([Cl:1])[C:7]=1[S:8][C:9]1[S:13][C:12]([C:14]([NH:16][CH2:17][C:18]([N:29]2[CH2:30][CH2:31][N:26]([CH3:25])[CH2:27][CH2:28]2)=[O:20])=[O:15])=[CH:11][C:10]=1[N+:21]([O-:23])=[O:22]. Procedure: Prepared according to the procedure described for example 70 from 2-(5-((3,5-dichloropyridin-4-yl)thio)-4-nitrothiophene-2-carboxamido)acetic acid (120.0 mg, 0.29 mmol) from example 210 and N-methyl-piperazine (35.3 mg, 0.35 mmol). The title compound was obtained as a solid (30.0 mg, 21% yield). 1H NMR (400 MHz, d6-DMSO) δ: 9.05 (1H, m), 8.99 (2H, m), 8.51 (1H, s), 4.07 (2H, m), 3.42 (2H, m), 3.32 (2H, m), 2.29 (2H, m), 2.24 (2H, m), 2.17 (3H, s). MS m/z: 488.13, 490.15 [M+H]+. Starting materials: FC(F)(F)Oc1ccc(C2=CCC3(CC2)OCCO3)cc1, CCO, CCOC(C)=O, [H][H]. Yields the product FC(F)(F)Oc1ccc(C2CCC3(CC2)OCCO3)cc1. Reaction SMILES: [CH2:1]1[CH2:2][O:3][C:4]2([CH2:5][CH:6]=[C:7]([c:10]3[cH:11][cH:12][c:13]([O:16][C:17]([F:18])([F:19])[F:20])[cH:14][cH:15]3)[CH2:8][CH2:9]2)[O:21]1.[CH3:22][CH2:23][OH:24].[CH3:25][CH2:26][O:27][C:28](=[O:29])[CH3:30].[H:31][H:32]>>[CH2:1]1[CH2:2][O:3][C:4]2([CH2:5][CH2:6][CH:7]([c:10]3[cH:11][cH:12][c:13]([O:16][C:17]([F:18])([F:19])[F:20])[cH:14][cH:15]3)[CH2:8][CH2:9]2)[O:21]1.